This data is from the Open Reaction Database (ORD), a public repository of structured organic reaction records. The task is: describe an organic reaction: reactants, conditions, products, and yield Reactants: BrC=1SC=CN1 (2-bromothiazole), C(C)(=O)C=1OC=C(N1)C (2-acetyl-4-methyloxazole). The product is CC=1N=C(OC1)C(C)(O)C=1SC=CN1 (1-(4-Methyl-2-oxazolyl)-1-(2-thiazolyl)ethanol). As a reaction SMILES: Br[C:2]1[S:3][CH:4]=[CH:5][N:6]=1.[C:7]([C:10]1[O:11][CH:12]=[C:13]([CH3:15])[N:14]=1)(=[O:9])[CH3:8]>>[CH3:15][C:13]1[N:14]=[C:10]([C:7]([C:2]2[S:3][CH:4]=[CH:5][N:6]=2)([OH:9])[CH3:8])[O:11][CH:12]=1. Procedure details: From 2-bromothiazole and 2-acetyl-4-methyloxazole (J. Chem. Soc., Chem. Commun., 1984, 258). Starting materials: S(O)(O)(=O)=O (sulphuric acid), Cl.C(#N)C(C(CN1N=CN=C1)=O)C1=CC(=CC=C1)C(F)(F)F (1-cyano-1-(3-trifluoromethylphenyl)-3-(1,2,4-triazol-l-yl)-propanone hydrochloride), C(=O)=O (CO2). Solvent: O (water), O (water). Conditions: temperature 100 celsius. The product is FC(C=1C=C(C=CC1)CC(CN1N=CN=C1)=O)(F)F (1-(3-trifluoromethylphenyl)-3-(1,2,4-triazol-l-yl)-propanone). Yield: 60.6%. As a reaction SMILES: S(=O)(=O)(O)O.Cl.C([CH:9]([C:18]1[CH:23]=[CH:22][CH:21]=[C:20]([C:24]([F:27])([F:26])[F:25])[CH:19]=1)[C:10](=[O:17])[CH2:11][N:12]1[CH:16]=[N:15][CH:14]=[N:13]1)#N.C(=O)=O>O>[F:26][C:24]([F:25])([F:27])[C:20]1[CH:19]=[C:18]([CH2:9][C:10](=[O:17])[CH2:11][N:12]2[CH:16]=[N:15][CH:14]=[N:13]2)[CH:23]=[CH:22][CH:21]=1 |f:1.2|. Reported procedure: 320 ml of concentrated sulphuric acid and 94 ml of water were added to 266.3 g of 1-cyano-1-(3-trifluoromethylphenyl)-3-(1,2,4-triazol-l-yl)-propanone hydrochloride, and the mixture was heated at 100° C. for 1.5 hours. After the vigorous evolution of CO2 had ended, the mixture was allowed to cool, and 940 ml of water were added. After a short time at from 0° to 20° C., the sulphate of the desired end product crystallized out. This was suspended in water, and the suspension was adjusted to a pH v... Reactants: ClC1=C(C=CC(=C1)Cl)C(CN1N=CN=C1)(COC1=CC=C(C=C1)N1CCN(CC1)C1=CC=C(C=C1)[N+](=O)[O-])O (2-(2,4-Dichlorophenyl)-3-(4-[4-(4-nitrophenyl)piperazin-1-yl]phenoxy)-1-(1H-1,2,4-triazol-1-yl)propan-2-ol). Reagents/catalysts: [Pd] (palladium on charcoal). Solvent: C(C)(=O)O (acetic acid), petroleum ether. Conditions: time 4 hour. The product is NC1=CC=C(C=C1)N1CCN(CC1)C1=CC=C(OCC(CN2N=CN=C2)(O)C2=C(C=C(C=C2)Cl)Cl)C=C1 (3-(4-[4-(4-Aminophenyl)piperazin-1-yl]phenoxy)-2-(2,4-dichlorophenyl)-1-(1H-1,2,4-triazol-1-yl)propan-2-ol). Reaction SMILES: [Cl:1][C:2]1[CH:7]=[C:6]([Cl:8])[CH:5]=[CH:4][C:3]=1[C:9]([OH:39])([CH2:16][O:17][C:18]1[CH:23]=[CH:22][C:21]([N:24]2[CH2:29][CH2:28][N:27]([C:30]3[CH:35]=[CH:34][C:33]([N+:36]([O-])=O)=[CH:32][CH:31]=3)[CH2:26][CH2:25]2)=[CH:20][CH:19]=1)[CH2:10][N:11]1[CH:15]=[N:14][CH:13]=[N:12]1>C(O)(=O)C.[Pd]>[NH2:36][C:33]1[CH:34]=[CH:35][C:30]([N:27]2[CH2:28][CH2:29][N:24]([C:21]3[CH:22]=[CH:23][C:18]([O:17][CH2:16][C:9]([C:3]4[CH:4]=[CH:5][C:6]([Cl:8])=[CH:7][C:2]=4[Cl:1])([OH:39])[CH2:10][N:11]4[CH:15]=[N:14][CH:13]=[N:12]4)=[CH:19][CH:20]=3)[CH2:25][CH2:26]2)=[CH:31][CH:32]=1. Procedure details: The product of part (i) (3.0 g, 5.2 mmole) in acetic acid (50 ml) was hydrogenated over 5% palladium on charcoal (0.3 g) at 25 p.s.i. (172 kPa) for 4 hours. The resulting mixture was filtered, the filtrate concentrated under reduced pressure and the residue partitioned between aqueous sodium carbonate and methylene chloride. The organic phase was separated and the aqueous phase further extracted with methylene chloride. The combined organic extracts were dried over magnesium sulphate and evapora... The reactants are ClCCl, O=C(O)C(F)(F)F, CC(C)(C)OC(=O)N1CCC2(CC1)CCN(c1ccncc1)CC2. Product: c1cc(N2CCC3(CCNCC3)CC2)ccn1. As a reaction SMILES: [Cl:32][CH2:33][Cl:34].[F:1][C:2]([F:3])([F:4])[C:5]([OH:6])=[O:7].[n:8]1[cH:9][cH:10][c:11]([N:14]2[CH2:15][CH2:16][C:17]3([CH2:18][CH2:19][N:20]([C:23]([O:24][C:25]([CH3:26])([CH3:27])[CH3:28])=[O:29])[CH2:21][CH2:22]3)[CH2:30][CH2:31]2)[cH:12][cH:13]1>>[n:8]1[cH:9][cH:10][c:11]([N:14]2[CH2:15][CH2:16][C:17]3([CH2:18][CH2:19][NH:20][CH2:21][CH2:22]3)[CH2:30][CH2:31]2)[cH:12][cH:13]1. Starting materials: C1[C@@H](O1)CO ((S)-Glycidol), O1CCCC=C1 (dihydropyran), C1(=CC=C(C=C1)S(=O)(=O)O)C (para-toluenesulphonic acid). The solvent is CCOCC (ether), CCOCC (ether). Reaction conditions: time 10 minute. Product: C1C(O1)CO.O1CCCCC1.CCOCC (Glycidol tetrahydropyran ether). Isolated yield 47.4%. RXN SMILES: [CH2:1]1[O:3][C@H:2]1[CH2:4][OH:5].[O:6]1[CH:11]=[CH:10][CH2:9][CH2:8][CH2:7]1.C1(C)C=CC(S(O)(=O)=O)=CC=1>CCOCC>[CH2:1]1[O:3][CH:2]1[CH2:4][OH:5].[O:6]1[CH2:11][CH2:10][CH2:9][CH2:8][CH2:7]1.[CH3:8][CH2:7][O:6][CH2:11][CH3:10] |f:4.5.6|. Reported procedure: (S)-Glycidol (2 g, 27.0 mmol) in dihydropyran (40 mL, 438.0 mmol) was treated with para-toluenesulphonic acid (0.3 g, 1.5 mmol) at 0° C. with magnetic stirring. The reaction was complete in 10 minutes (TLC, ether). The reaction mixture was diluted with ether (100 mL), washed with water (10 mL), saturated NaHCO3 solution (20 mL), brine (20 mL) and dried over MgSO4. Concentration and flash chromatography gave the title compound (3 g, 70%).